Dataset: the Open Reaction Database (ORD), a public repository of structured organic reaction records. Task: describe an organic reaction: reactants, conditions, products, and yield The reactants are CCCC(CCC)N1CCc2c(C(=O)O)cc(N(C)S(C)(=O)=O)cc2C1=O, CCN=C=NCCCN(C)C, CCN(C(C)C)C(C)C, ClCCl, Cl, Cl, NC(Cc1cc(F)cc(F)c1)C(O)CNC1(c2cccc(C(F)(F)F)c2)CC1, O, Oc1cccc2[nH]nnc12. The product is CCCC(CCC)N1CCc2c(C(=O)NC(Cc3cc(F)cc(F)c3)C(O)CNC3(c4cccc(C(F)(F)F)c4)CC3)cc(N(C)S(C)(=O)=O)cc2C1=O. Reaction SMILES: [CH3:30][N:31]([c:32]1[cH:33][c:34]([C:50](=[O:51])[OH:52])[c:35]2[c:40]([cH:41]1)[C:39](=[O:42])[N:38]([CH:43]([CH2:44][CH2:45][CH3:46])[CH2:47][CH2:48][CH3:49])[CH2:37][CH2:36]2)[S:53](=[O:54])(=[O:55])[CH3:56].[CH3:68][N:69]([CH3:70])[CH2:71][CH2:72][CH2:73][N:74]=[C:75]=[N:76][CH2:77][CH3:78].[CH:79]([N:80]([CH2:81][CH3:82])[CH:83]([CH3:84])[CH3:85])([CH3:86])[CH3:87].[Cl:88][CH2:89][Cl:90].[ClH:1].[ClH:67].[NH2:2][CH:3]([CH:4]([CH2:5][NH:6][C:7]1([c:10]2[cH:11][c:12]([C:16]([F:17])([F:18])[F:19])[cH:13][cH:14][cH:15]2)[CH2:8][CH2:9]1)[OH:20])[CH2:21][c:22]1[cH:23][c:24]([F:29])[cH:25][c:26]([F:28])[cH:27]1.[OH2:91].[OH:57][c:58]1[c:59]2[n:60][n:61][nH:62][c:63]2[cH:64][cH:65][cH:66]1>>[NH:2]([CH:3]([CH:4]([CH2:5][NH:6][C:7]1([c:10]2[cH:11][c:12]([C:16]([F:17])([F:18])[F:19])[cH:13][cH:14][cH:15]2)[CH2:8][CH2:9]1)[OH:20])[CH2:21][c:22]1[cH:23][c:24]([F:29])[cH:25][c:26]([F:28])[cH:27]1)[C:50]([c:34]1[cH:33][c:32]([N:31]([CH3:30])[S:53](=[O:54])(=[O:55])[CH3:56])[cH:41][c:40]2[c:35]1[CH2:36][CH2:37][N:38]([CH:43]([CH2:44][CH2:45][CH3:46])[CH2:47][CH2:48][CH3:49])[C:39]2=[O:42])=[O:51]. Starting materials: CC1=C2[C@H](C(C=C2C(=O)[C@](C13CC3)(C)O)(C)C)O (illudin M), [Cr](=O)(=O)([O-])O[Cr](=O)(=O)[O-].[NH+]1=CC=CC=C1.[NH+]1=CC=CC=C1 (pyridinium dichromate). Solvent: ClCCl (dichloromethane), C(C)OCC (diethyl ether). Reaction conditions: time 20 hour. The product is CC1=C2C(=CC(C2=O)(C)C)C(=O)[C@](C13CC3)(C)O (Dehydroilludin M). RXN SMILES: [CH3:1][C:2]1[C:11]2([CH2:13][CH2:12]2)[C@:10]([OH:15])([CH3:14])[C:8](=[O:9])[C:7]2[C:3]=1[C@@H:4]([OH:18])[C:5]([CH3:17])([CH3:16])[CH:6]=2.[Cr](O[Cr]([O-])(=O)=O)([O-])(=O)=O.[NH+]1C=CC=CC=1.[NH+]1C=CC=CC=1>ClCCl.C(OCC)C>[CH3:1][C:2]1[C:11]2([CH2:12][CH2:13]2)[C@:10]([OH:15])([CH3:14])[C:8](=[O:9])[C:7]2=[CH:6][C:5]([CH3:16])([CH3:17])[C:4](=[O:18])[C:3]=12 |f:1.2.3|. Reported procedure: A mixture of illudin M (200 mg) and pyridinium dichromate (1 g) in dry dichloromethane (60 ml) was stirred at room temperature in a flask equipped with a rubber septum so that an atmosphere of argon could be maintained. After 20 hours, the reaction mixture was diluted with diethyl ether (20 ml) and filtered through a short column of silica gel. The column was further eluted with more diethyl ether and the combined filtrate was concentrated, giving a residue which was chromatographed on silica ge... Reactants: Cl.NCC(=O)C=1SC=C(C1)Cl (2-amino-1-(4-chlor-2-thienyl)ethanone hydrochloride), FC1=C(CN=C=O)C=CC=C1 (2-fluorobenzyl isocyanate), C(C)(C)N(C(C)C)CC (N,N-diisopropylethylamine). Solvent: ClCCl (dichloromethane), ClCCl (dichloromethane), ClCCl (dichloromethane). Conditions: temperature 0 celsius, time 10 minute. Product: ClC1=CC=C(S1)C(CNC(=O)NCC1=C(C=CC=C1)F)=O (1-[2-(5-chloro-2-thienyl)-2-oxoethyl]-3-(2-fluorobenzyl)-urea). As a reaction SMILES: [ClH:1].[NH2:2][CH2:3][C:4]([C:6]1[S:7][CH:8]=[C:9](Cl)[CH:10]=1)=[O:5].[F:12][C:13]1[CH:22]=[CH:21][CH:20]=[CH:19][C:14]=1[CH2:15][N:16]=[C:17]=[O:18].C(N(CC)C(C)C)(C)C>ClCCl>[Cl:1][C:8]1[S:7][C:6]([C:4](=[O:5])[CH2:3][NH:2][C:17]([NH:16][CH2:15][C:14]2[CH:19]=[CH:20][CH:21]=[CH:22][C:13]=2[F:12])=[O:18])=[CH:10][CH:9]=1 |f:0.1|. Reported procedure: 850 mg (4.007 mmol) of 2-amino-1-(4-chlor-2-thienyl)ethanone hydrochloride are placed in 26 ml dichloromethane, cooled to 0° C. and treated dropwise with a solution of 606 mg (4.007 mmol) of 2-fluorobenzyl isocyanate in 2 ml dichloromethane. It is stirred for 10 mins more at 0° C. and then a solution of 518 mg (4.007 mmol) of N,N-diisopropylethylamine in 4 ml dichloromethane is added dropwise. After two hours' stirring at room temperature the reaction mixture is evaporated and the crude product ...